From a dataset of the Open Reaction Database (ORD), a public repository of structured organic reaction records. describe an organic reaction: reactants, conditions, products, and yield The reagents and catalysts are Cl[Pd]([P](C1=CC=CC=C1)(C2=CC=CC=C2)C3=CC=CC=C3)([P](C4=CC=CC=C4)(C5=CC=CC=C5)C6=CC=CC=C6)Cl (Pd(PPh3)2Cl2), C1=CC=C(C=C1)P(C2=CC=CC=C2)C3=CC=CC=C3.C1=CC=C(C=C1)P(C2=CC=CC=C2)C3=CC=CC=C3.Cl[Pd]Cl (bis(triphenylphosphine)palladium(II)dichloride). Yield: 62.0%. Solvent: O (water), O (water), O (water), C(C)#N (acetonitrile), C(C)#N (acetonitrile). Reported procedure: First, into a recovery flask equipped with a reflux pipe were put 5.01 g of 4,6-dichloropyrimidine, 10.32 g of 4-methoxyphenylboronic acid, 7.22 g of sodium carbonate, 0.29 g of bis(triphenylphosphine)palladium(II)dichloride (abbreviation: Pd(PPh3)2Cl2), 20 mL of water, and 20 mL of acetonitrile, and the air in the flask was replaced with argon. This reaction container was heated by irradiation with microwaves (2.45 GHz, 100 W) for 60 minutes. Here, into the flask were further put 2.58 g of 4-me... As a reaction SMILES: Cl[C:2]1[CH:7]=[C:6](Cl)[N:5]=[CH:4][N:3]=1.[CH3:9][O:10][C:11]1[CH:16]=[CH:15][C:14](B(O)O)=[CH:13][CH:12]=1.[C:20](=[O:23])([O-])[O-].[Na+].[Na+]>C1C=CC(P(C2C=CC=CC=2)C2C=CC=CC=2)=CC=1.C1C=CC(P(C2C=CC=CC=2)C2C=CC=CC=2)=CC=1.Cl[Pd]Cl.O.C(#N)C>[CH3:9][O:10][C:11]1[CH:16]=[CH:15][C:14]([C:2]2[CH:7]=[C:6]([C:11]3[CH:16]=[CH:15][C:14]([O:23][CH3:20])=[CH:13][CH:12]=3)[N:5]=[CH:4][N:3]=2)=[CH:13][CH:12]=1 |f:2.3.4,5.6.7|. Starting materials: ClC1=NC=NC(=C1)Cl (4,6-dichloropyrimidine), COC1=CC=C(C=C1)B(O)O (4-methoxyphenylboronic acid), C([O-])([O-])=O.[Na+].[Na+] (sodium carbonate), COC1=CC=C(C=C1)B(O)O (4-methoxyphenylboronic acid), C([O-])([O-])=O.[Na+].[Na+] (sodium carbonate). The product is COC1=CC=C(C=C1)C1=NC=NC(=C1)C1=CC=C(C=C1)OC (4,6-bis(4-methoxyphenyl)pyrimidine). Reactants: O=C(c1ccccc1)c1cn(-c2cccc(Br)c2)cn1, O=C([O-])[O-], COCCOC, [Na+], [Na+], O, OB(O)c1ccccc1, Cl[Pd]Cl, c1ccc(P(c2ccccc2)c2ccccc2)cc1, c1ccc(P(c2ccccc2)c2ccccc2)cc1. The product is O=C(c1ccccc1)c1cn(-c2cccc(-c3ccccc3)c2)cn1. As a reaction SMILES: [Br:1][c:2]1[cH:3][c:4](-[n:8]2[cH:9][n:10][c:11]([C:13](=[O:14])[c:15]3[cH:16][cH:17][cH:18][cH:19][cH:20]3)[cH:12]2)[cH:5][cH:6][cH:7]1.[C:30](=[O:31])([O-:32])[O-:33].[CH3:36][O:37][CH2:38][CH2:39][O:40][CH3:41].[Na+:34].[Na+:35].[OH2:42].[OH:21][B:22]([OH:23])[c:24]1[cH:25][cH:26][cH:27][cH:28][cH:29]1.[Pd:43]([Cl:44])[Cl:45].[c:46]1([P:47]([c:48]2[cH:49][cH:50][cH:51][cH:52][cH:53]2)[c:54]2[cH:55][cH:56][cH:57][cH:58][cH:59]2)[cH:60][cH:61][cH:62][cH:63][cH:64]1.[c:65]1([P:66]([c:67]2[cH:68][cH:69][cH:70][cH:71][cH:72]2)[c:73]2[cH:74][cH:75][cH:76][cH:77][cH:78]2)[cH:79][cH:80][cH:81][cH:82][cH:83]1>>[c:2]1(-[c:24]2[cH:25][cH:26][cH:27][cH:28][cH:29]2)[cH:3][c:4](-[n:8]2[cH:9][n:10][c:11]([C:13](=[O:14])[c:15]3[cH:16][cH:17][cH:18][cH:19][cH:20]3)[cH:12]2)[cH:5][cH:6][cH:7]1. Reactants: FC=1C=CC=C2C(C(NC12)=O)=O (7-fluoroisatin), [N+](=O)([O-])C (nitromethane). Run in O (water). Run at temperature 30 celsius, time 24 hour. Yields the product FC=1C=CC=C2C(C(NC12)=O)(C[N+](=O)[O-])O (7-fluoro-3-hydroxy-3-(nitromethyl)indolin-2-one). Reaction SMILES: [F:1][C:2]1[CH:3]=[CH:4][CH:5]=[C:6]2[C:10]=1[NH:9][C:8](=[O:11])[C:7]2=[O:12].[N+:13]([CH3:16])([O-:15])=[O:14]>O>[F:1][C:2]1[CH:3]=[CH:4][CH:5]=[C:6]2[C:10]=1[NH:9][C:8](=[O:11])[C:7]2([OH:12])[CH2:16][N+:13]([O-:15])=[O:14]. Procedure: 7-fluoroisatin (0.082 g) and nitromethane (0.15 ml) were added to water and the reaction mixture was vigorously stirred at a temperature of 30° C. for 24 hours. The obtained product was extracted with ethyl acetate and purified by silica gel column chromatography using ethyl acetate/hexane as eluents to afford pure product. The reactants are NC(=O)O, [Cl-], Clc1ccccc1, Oc1ccccc1. Product: NC(=O)Oc1ccccc1. Reaction SMILES: [C:2]([NH2:3])([OH:4])=[O:5].[Cl-:1].[Cl:13][c:14]1[cH:15][cH:16][cH:17][cH:18][cH:19]1.[OH:6][c:7]1[cH:8][cH:9][cH:10][cH:11][cH:12]1>>[C:2]([NH2:3])(=[O:4])[O:5][c:7]1[cH:8][cH:9][cH:10][cH:11][cH:12]1. Starting materials: C(C)OC(=O)C1=C(N=C(S1)N)C(F)(F)F (2-amino-4-trifluoromethyl-thiazole-5-carboxylic acid ethyl ester), N(=O)[O-].[Na+] (sodium nitrite), Br (HBr), CuBr, Br (HBr). The solvent is O (water). Run at time 30 minute. Product: C(C)OC(=O)C1=C(N=C(S1)Br)C(F)(F)F (2-Bromo-4-trifluoromethyl-thiazole-5-carboxylic acid ethyl ester). As a reaction SMILES: [CH2:1]([O:3][C:4]([C:6]1[S:10][C:9](N)=[N:8][C:7]=1[C:12]([F:15])([F:14])[F:13])=[O:5])[CH3:2].N([O-])=O.[Na+].[BrH:20]>O>[CH2:1]([O:3][C:4]([C:6]1[S:10][C:9]([Br:20])=[N:8][C:7]=1[C:12]([F:15])([F:14])[F:13])=[O:5])[CH3:2] |f:1.2|. Procedure details: To a solution of 2-amino-4-trifluoromethyl-thiazole-5-carboxylic acid ethyl ester (10 g) in 48% HBr (75 mL) at 0° C. is added a solution of sodium nitrite (4.25 g) in water (50 mL) dropwise over 1 h. The mixture is stirred at the same temperature for an additional 30 min, then a solution of CuBr (6 g) in 48% HBr (50 mL) is added dropwise over 30 min. The reaction mixture is stirred for additional 30 min at 0° C. and for 2 h at RT. The mixture is extracted three times with methylene chloride. The... Reaction SMILES: Br[C:2]1[CH:6]=[CH:5][S:4][C:3]=1[C:7]1[S:8][CH:9]=[CH:10][CH:11]=1.C([Li])CCC.[CH3:17][C:18](=[O:28])[CH2:19][CH2:20][CH2:21][CH2:22][CH2:23][CH2:24][CH2:25][CH2:26][CH3:27]>C(OCC)C>[S:4]1[CH:5]=[CH:6][C:2]([C:18]([OH:28])([CH2:19][CH2:20][CH2:21][CH2:22][CH2:23][CH2:24][CH2:25][CH2:26][CH3:27])[CH3:17])=[C:3]1[C:7]1[S:8][CH:9]=[CH:10][CH:11]=1. Run at time 15 minute. Reported procedure: 3-Bromo-2,2′-bithiophene (IIIa) (1.00 g, 4.08 mmol) in dry diethylether (35 mL) was added slowly to a solution of n-butyllithium (1.6 M in hexane, 2.50 mL, 4.0 mmol) in dry diethylether (35 mL) at −78° C. over 2 h under N2. The mixture was stirred for 15 minutes at the same temperature. Freshly distilled 2-undecanone (0.84 mL, 4.08 mmol) was added via a syringe to the mixture at −78° C., followed by stirring overnight at room temperature. The reaction was quenched with an aqueous NH4Cl-solution ... Solvent: C(C)OCC (diethylether), C(C)OCC (diethylether). Starting materials: CC(CCCCCCCCC)=O (2-undecanone), BrC1=C(SC=C1)C=1SC=CC1 (3-Bromo-2,2′-bithiophene), C(CCC)[Li] (n-butyllithium). Isolated yield 62.6%. Product: S1C(=C(C=C1)C(C)(CCCCCCCCC)O)C=1SC=CC1 (2-(2,2′-Bithiophene-3-yl)undecan-2-ol). The reactants are C1(=CC=CC=C1)O (PHENOL), OC(CC)(C=1SC=CN1)C=1C=C(C=CC1)O[Si](C)(C)C(C)(C)C (3-[1-hydroxy-1-(thiazol-2-yl)propyl)(O-tert-butyldimethylsilyl)phenol). The product is OC(C)(C)C=1C=C(C=CC1)O (3-(2-Hydroxyprop-2-yl)phenol). RXN SMILES: C1(O)C=CC=CC=1.[OH:8][C:9]([C:17]1[CH:18]=[C:19]([O:23][Si](C(C)(C)C)(C)C)[CH:20]=[CH:21][CH:22]=1)([C:12]1SC=CN=1)[CH2:10]C>>[OH:8][C:9]([C:17]1[CH:18]=[C:19]([OH:23])[CH:20]=[CH:21][CH:22]=1)([CH3:12])[CH3:10]. Procedure: Following the procedure described for Phenol 7, Step 3 but substituting 3-(2-hydroxyprop-2-yl)(O-tert-butyldiphenylsilyl)phenol from Step 2 for 3-[1-hydroxy-1-(thiazol-2-yl)propyl)(O-tert-butyldimethylsilyl)phenol, the title compound was obtained.